This data is from the Open Reaction Database (ORD), a public repository of structured organic reaction records. The task is: describe an organic reaction: reactants, conditions, products, and yield Starting materials: CC1=CC2=C(NC(C3=C(N2)CSC3)=O)C=C1C (6,7-dimethyl-1,3,4,9-tetrahydro-10H-thieno[3,4-b][1,5]benzodiazepin-10-one), N1=CC=CC=C1 (pyridine), ClN1C(CCC1=O)=O (N-chlorosuccinimide). Run in O (water). Conditions: time 8 hour. The product is CC1=CC2=C(NC(C=3C(N2)=CSC3)=O)C=C1C (4,9-Dihydro-6,7-dimethyl-10H-thieno[3,4-b][1,5]benzodiazepin-10-one). As a reaction SMILES: [CH3:1][C:2]1[C:16]([CH3:17])=[CH:15][C:5]2[NH:6][C:7](=[O:14])[C:8]3[CH2:13][S:12][CH2:11][C:9]=3[NH:10][C:4]=2[CH:3]=1.N1C=CC=CC=1.ClN1C(=O)CCC1=O>O>[CH3:1][C:2]1[C:16]([CH3:17])=[CH:15][C:5]2[NH:6][C:7](=[O:14])[C:8]3[C:9](=[CH:11][S:12][CH:13]=3)[NH:10][C:4]=2[CH:3]=1. Procedure details: To a slurry of 18.8 g. of 6,7-dimethyl-1,3,4,9-tetrahydro-10H-thieno[3,4-b][1,5]benzodiazepin-10-one in 150 ml. of pyridine, stirred in an ice bath, is added 10.1 g. of N-chlorosuccinimide portionwise over 15 minutes. The mixture is heated on a steam bath for 30 minutes, poured into one liter of water and allowed to stand overnight. The solid is filtered, washed with water, 1 N hydrochloric acid, three times with water and diethyl ether and dried giving the desired final product, mp. 233°-238° C... Starting materials: OS(=O)(=O)O (H2SO4), C(C=1C(N)=CC=CC1)(=O)O (anthranilic acid), H3AsO4, [N+](=O)([O-])C1=CC=C(C=CC=O)C=C1 (4-nitrocinnamaldehyde), [OH-].[K+] (KOH). Run in CC(=O)O (AcOH), O (water). Reaction conditions: temperature 105 celsius. Yields the product C1(=CC=CC=C1)C1=NC2=C(C=CC=C2C=C1)C(=O)O (2-Phenylquinoline-8-carboxylic Acid). As a reaction SMILES: OS(O)(=O)=O.[C:6]([OH:15])(=[O:14])[C:7]1[C:8](=[CH:10][CH:11]=[CH:12][CH:13]=1)[NH2:9].[N+]([C:19]1[CH:28]=[CH:27][C:22]([CH:23]=[CH:24][CH:25]=O)=[CH:21][CH:20]=1)([O-])=O.[OH-].[K+]>CC(O)=O.O>[C:22]1([C:23]2[CH:24]=[CH:25][C:10]3[C:8](=[C:7]([C:6]([OH:15])=[O:14])[CH:13]=[CH:12][CH:11]=3)[N:9]=2)[CH:27]=[CH:28][CH:19]=[CH:20][CH:21]=1 |f:3.4|. Procedure details: A mixture of conc. H2SO4 (45 mL), water (5 mL), AcOH (5 mL), anthranilic acid (XI; R2 =H) (20.5 g) and H3AsO4 (80% w/w; 32 g) was heated with stirring to 105° C., and then treated with cinnamaldehyde (VIII; R1 =H) (25 g) at the rate which maintained the temperature at 105°-110° C. The reaction mixture was stirred for a further 3 h at 110°-115° C., then cooled and strongly basified with aqueous KOH. The aqueous layer was decanted from a quantity of tar, washed with CHCl3 and then acidified with A... The reactants are CC1=C(C(=C2C(=N1)SC1=C2CCCC1)C=1OC2=C(C1)C=CC=C2)CC(=O)OC (methyl [2-methyl-4-(benzofuran-2-yl)-5,6,7,8-tetrahydro[1]benzothieno[2,3-b]pyridin-3-yl]acetate), [Li+].C[Si](C)(C)[N-][Si](C)(C)C (LHMDS), C1CCOC1 (THF), ICCC (1-iodopropane). Solvent: CN(C)C=O (DMF). Yields the product CC1=C(C(=C2C(=N1)SC1=C2CCCC1)C=1OC2=C(C1)C=CC=C2)C(C(=O)OC)CCC (Methyl 2-[2-methyl-4-(benzofuran-2-yl)-5,6,7,8-tetrahydro[1]benzothieno[2,3-b]pyridin-3-yl]pentanoate). Isolated yield 81.9%. As a reaction SMILES: [CH3:1][C:2]1[N:7]=[C:6]2[S:8][C:9]3[CH2:14][CH2:13][CH2:12][CH2:11][C:10]=3[C:5]2=[C:4]([C:15]2[O:16][C:17]3[CH:23]=[CH:22][CH:21]=[CH:20][C:18]=3[CH:19]=2)[C:3]=1[CH2:24][C:25]([O:27][CH3:28])=[O:26].[Li+].C[Si]([N-][Si](C)(C)C)(C)C.[CH2:39]1[CH2:43]OC[CH2:40]1.ICCC>CN(C=O)C>[CH3:1][C:2]1[N:7]=[C:6]2[S:8][C:9]3[CH2:14][CH2:13][CH2:12][CH2:11][C:10]=3[C:5]2=[C:4]([C:15]2[O:16][C:17]3[CH:23]=[CH:22][CH:21]=[CH:20][C:18]=3[CH:19]=2)[C:3]=1[CH:24]([CH2:40][CH2:39][CH3:43])[C:25]([O:27][CH3:28])=[O:26] |f:1.2|. Procedure details: This compound was prepared according to the procedure C from methyl [2-methyl-4-(benzofuran-2-yl)-5,6,7,8-tetrahydro[1]benzothieno[2,3-b]pyridin-3-yl]acetate (0.335 g; 0.85 mmol), LHMDS 1N in THF (1.27 mL; 1.27 mmol), 1-iodopropane (0.166 mL; 1.7 mmol) in DMF (4.2 mL) for 18 h. Purification by flash chromatography on silica gel using a gradient of ethyl acetate (3-40%) in heptane furnished 0.302 g (82%) of the title compound as a yellow oil. Starting materials: CCOC(=O)CBr, COc1cc(CCC=CC(C)=O)ccc1OCc1ccccc1, [Zn]. Yields the product CCOC(=O)CC(C)(O)C=CCCc1ccc(OCc2ccccc2)c(OC)c1. RXN SMILES: [Br:24][CH2:25][C:26](=[O:27])[O:28][CH2:29][CH3:30].[CH2:1]([c:2]1[cH:3][cH:4][cH:5][cH:6][cH:7]1)[O:8][c:9]1[c:10]([O:22][CH3:23])[cH:11][c:12]([CH2:15][CH2:16][CH:17]=[CH:18][C:19]([CH3:20])=[O:21])[cH:13][cH:14]1.[Zn:31]>>[CH2:1]([c:2]1[cH:3][cH:4][cH:5][cH:6][cH:7]1)[O:8][c:9]1[c:10]([O:22][CH3:23])[cH:11][c:12]([CH2:15][CH2:16][CH:17]=[CH:18][C:19]([CH3:20])([OH:21])[CH2:25][C:26](=[O:27])[O:28][CH2:29][CH3:30])[cH:13][cH:14]1.